Dataset: the Open Reaction Database (ORD), a public repository of structured organic reaction records. Task: describe an organic reaction: reactants, conditions, products, and yield Reactants: C(C)C=1C(=NC(=C(C(=O)N)C1)C)OC (5-ethyl-6-methoxy-2-methyl-nicotinamide), COC(C)(N(C)C)OC (dimethylacetamide dimethylacetal). Run at temperature 100 celsius, time 65 minute. Product: CN(C(C)=NC(C1=C(N=C(C(=C1)CC)OC)C)=O)C (N-(1-dimethylaminoethylidene)-5-ethyl-6-methoxy-2-methylnicotinamide). As a reaction SMILES: [CH2:1]([C:3]1[C:4]([O:13][CH3:14])=[N:5][C:6]([CH3:12])=[C:7]([CH:11]=1)[C:8]([NH2:10])=[O:9])[CH3:2].CO[C:17](OC)([N:19]([CH3:21])[CH3:20])[CH3:18]>>[CH3:20][N:19]([CH3:21])[C:17](=[N:10][C:8](=[O:9])[C:7]1[CH:11]=[C:3]([CH2:1][CH3:2])[C:4]([O:13][CH3:14])=[N:5][C:6]=1[CH3:12])[CH3:18]. Procedure: In a round bottom flask under a nitrogen atmosphere 5-ethyl-6-methoxy-2-methyl-nicotinamide (195 mg, 1.00 mmol) of Step 1, Example 16 is treated with dimethylacetamide dimethylacetal (2 mL). The mixture is stirred at 100° C. for 65 min to give a dark solution. The reaction mixture is evaporated to give N-(1-dimethylaminoethylidene)-5-ethyl-6-methoxy-2-methylnicotinamide directly as a black oil that is used without purification. MS: m/e=264 (M+H). Reactants: CC(C)(O)C#N, [Cl-], [Cl-], OCCCCl, O, [Zn+2], [Zn]. The product is CC(C)(C#N)OCCCCl. RXN SMILES: [CH3:1][C:2]([C:3]#[N:4])([OH:5])[CH3:6].[Cl-:13].[Cl-:15].[Cl:7][CH2:8][CH2:9][CH2:10][OH:11].[OH2:12].[Zn+2:14].[Zn:16]>>[CH3:1][C:2]([C:3]#[N:4])([O:5][CH2:10][CH2:9][CH2:8][Cl:7])[CH3:6]. Reactants: ClC=1C=C(C=CC1)C(C(C(=O)OCC)CC1=CC=C(C=C1)C(C(C)(C)C)(F)F)O (ethyl (2RS,3RS)-3-(3-chlorophenyl)-3-hydroxy-2-[4-(1,1-difluoro-2,2-dimethylpropyl)benzyl]propionate), [OH-].[Na+] (sodium hydroxide). The solvent is O1C(CCC1)CCO (tetrahydrofuran-ethanol). Reaction conditions: time 8 hour. Product: ClC=1C=C(C=CC1)C(C(C(=O)O)CC1=CC=C(C=C1)C(C(C)(C)C)(F)F)O ((2RS,3RS)-3-(3-chlorophenyl)-3-hydroxy-2-[4-(1,1-difluoro-2,2-dimethylpropyl)benzyl]propionic acid). Yield: 77.4%. RXN SMILES: [Cl:1][C:2]1[CH:3]=[C:4]([CH:8]([OH:29])[CH:9]([CH2:15][C:16]2[CH:21]=[CH:20][C:19]([C:22]([F:28])([F:27])[C:23]([CH3:26])([CH3:25])[CH3:24])=[CH:18][CH:17]=2)[C:10]([O:12]CC)=[O:11])[CH:5]=[CH:6][CH:7]=1.[OH-].[Na+]>O1CCCC1CCO>[Cl:1][C:2]1[CH:3]=[C:4]([CH:8]([OH:29])[CH:9]([CH2:15][C:16]2[CH:17]=[CH:18][C:19]([C:22]([F:28])([F:27])[C:23]([CH3:24])([CH3:25])[CH3:26])=[CH:20][CH:21]=2)[C:10]([OH:12])=[O:11])[CH:5]=[CH:6][CH:7]=1 |f:1.2|. Reported procedure: To a solution of ethyl (2RS,3RS)-3-(3-chlorophenyl)-3-hydroxy-2-[4-(1,1-difluoro-2,2-dimethylpropyl)benzyl]propionate (5.88 g, 13.8 mmol) in tetrahydrofuran-ethanol (30 ml—30 ml) was added 1N sodium hydroxide (28 ml, 28 mmol) at room temperature, and the mixture was stirred overnight at room temperature. After completion of the reaction, the organic solvent was evaporated under reduced pressure. The aqueous layer was acidified with 1N hydrochloric acid, and the mixture was extracted with ethyl a... Starting materials: ClC1=NC=C(C(=O)Cl)C=C1 (6-chloronicotinic chloride), C(C)(C)(C)C1=CC(=C(N)C=C1)[N+](=O)[O-] (4-(t-butyl)-2-nitroaniline). Yields the product ClC1=CC=C(C=N1)C(=O)NC1=C(C=C(C=C1)C(C)(C)C)[N+](=O)[O-] (6-Chloro-N-(4-t-butyl-2-nitrophenyl)-3-pyridinecarboxamide). Reaction SMILES: [Cl:1][C:2]1[CH:10]=[CH:9][C:5]([C:6](Cl)=[O:7])=[CH:4][N:3]=1.[C:11]([C:15]1[CH:21]=[CH:20][C:18]([NH2:19])=[C:17]([N+:22]([O-:24])=[O:23])[CH:16]=1)([CH3:14])([CH3:13])[CH3:12]>>[Cl:1][C:2]1[N:3]=[CH:4][C:5]([C:6]([NH:19][C:18]2[CH:20]=[CH:21][C:15]([C:11]([CH3:14])([CH3:12])[CH3:13])=[CH:16][C:17]=2[N+:22]([O-:24])=[O:23])=[O:7])=[CH:9][CH:10]=1. Procedure details: The title compound was prepared from 6-chloronicotinic chloride and 4-(t-butyl)-2-nitroaniline as a yellow solid as described in Example 1. 1H NMR (CDCl3): 11.30 (s, 1H), 9.03 (d, J=2.1, 1H), 8.83 (d, J=9.0, 1H), 8.29 (d, J=2.7, 1H), 8.25-8.21 (m, 1H), 7.80-7.76 (m, 1H), 7.52 (d, J=8.4, 1H), 1.38 (s, 9H). The reactants are C(=O)(O)[O-].[Na+] (NaHCO3), S(O)(O)(=O)=O (Sulfuric acid), [K+].BrC1=CC(=NC(=C1)C)C(=O)[O-] (4-bromo-6-methyl-pyridine-2-carboxylic acid potassium salt), C(C)O (ethanol), C(=O)(O)[O-].[Na+] (NaHCO3). Reaction conditions: temperature 70 celsius, time 18 hour. Product: C(C)OC(=O)C1=NC(=CC(=C1)Br)C (4-bromo-6-methyl-pyridine-2-carboxylic acid ethyl ester). RXN SMILES: S(=O)(=O)(O)O.[K+].[Br:7][C:8]1[CH:13]=[C:12]([CH3:14])[N:11]=[C:10]([C:15]([O-:17])=[O:16])[CH:9]=1.C([O-])(O)=O.[Na+].[CH2:23](O)[CH3:24]>>[CH2:23]([O:16][C:15]([C:10]1[CH:9]=[C:8]([Br:7])[CH:13]=[C:12]([CH3:14])[N:11]=1)=[O:17])[CH3:24] |f:1.2,3.4|. Reported procedure: Sulfuric acid (5 mL) is added to a suspension of 4-bromo-6-methyl-pyridine-2-carboxylic acid potassium salt (5.03 g, 15.5 mmol) in ethanol (150 mL). The clear solution is heated to 70° C. and stirred for 18 h. The mixture is neutralised with NaHCO3 and sat. aq. NaHCO3 solution and then extracted three times with diethyl ether. The combined org. extracts are dried over MgSO4, filtered and concentrated. The crude product is purified by CC on silica gel eluting with heptane:EA 3:2 to give 4-bromo-6... Reactants: CCOC(=O)c1cc2c(Cl)c(Cl)ccc2n1CC, CO, CCOC(C)=O, [Na+], [OH-]. Yields the product CCn1c(C(=O)O)cc2c(Cl)c(Cl)ccc21. RXN SMILES: [CH2:1]([CH3:2])[O:3][C:4](=[O:5])[c:6]1[n:7]([CH2:17][CH3:18])[c:8]2[cH:9][cH:10][c:11]([Cl:16])[c:12]([Cl:15])[c:13]2[cH:14]1.[CH3:21][OH:22].[CH3:23][CH2:24][O:25][C:26]([CH3:27])=[O:28].[Na+:20].[OH-:19]>>[O:3]=[C:4]([OH:5])[c:6]1[n:7]([CH2:17][CH3:18])[c:8]2[cH:9][cH:10][c:11]([Cl:16])[c:12]([Cl:15])[c:13]2[cH:14]1.